This data is from the Open Reaction Database (ORD), a public repository of structured organic reaction records. The task is: describe an organic reaction: reactants, conditions, products, and yield Starting materials: CN(C(=O)Cl)c1ccccc1, COc1cc(O)ccc1-c1ccc2c(c1COc1cc(F)ccc1C)N(C)C(=O)C(C)(C)N2, c1ccncc1. Product: COc1cc(OC(=O)N(C)c2ccccc2)ccc1-c1ccc2c(c1COc1cc(F)ccc1C)N(C)C(=O)C(C)(C)N2. Reaction SMILES: [CH3:34][N:35]([C:36](=[O:37])[Cl:38])[c:39]1[cH:40][cH:41][cH:42][cH:43][cH:44]1.[F:1][c:2]1[cH:3][cH:4][c:5]([CH3:33])[c:6]([O:7][CH2:8][c:9]2[c:10](-[c:23]3[c:24]([O:30][CH3:31])[cH:25][c:26]([OH:29])[cH:27][cH:28]3)[cH:11][cH:12][c:13]3[c:18]2[N:17]([CH3:19])[C:16](=[O:20])[C:15]([CH3:21])([CH3:22])[NH:14]3)[cH:32]1.[cH:45]1[cH:46][cH:47][n:48][cH:49][cH:50]1>>[F:1][c:2]1[cH:3][cH:4][c:5]([CH3:33])[c:6]([O:7][CH2:8][c:9]2[c:10](-[c:23]3[c:24]([O:30][CH3:31])[cH:25][c:26]([O:29][C:36]([N:35]([CH3:34])[c:39]4[cH:40][cH:41][cH:42][cH:43][cH:44]4)=[O:37])[cH:27][cH:28]3)[cH:11][cH:12][c:13]3[c:18]2[N:17]([CH3:19])[C:16](=[O:20])[C:15]([CH3:21])([CH3:22])[NH:14]3)[cH:32]1. The reactants are FC1=C(N)C=CC(=C1)SC(F)F (2-fluoro-4-difluoromethylthioaniline), FC1=C(C(=O)N=C=O)C(=CC=C1)F (2,6-difluorobenzoyl isocyanate). Solvent: C1(=CC=CC=C1)C (toluene). Reaction conditions: time 30 minute. Product: FC1=C(C(=O)NC(=O)NC2=C(C=C(C=C2)SC(F)F)F)C(=CC=C1)F (N-(2,6-difluorobenzoyl)-N'-(2-fluoro-4-difluoromethylthiophenyl)urea). The yield is 77.0%. As a reaction SMILES: [F:1][C:2]1[CH:8]=[C:7]([S:9][CH:10]([F:12])[F:11])[CH:6]=[CH:5][C:3]=1[NH2:4].[F:13][C:14]1[CH:24]=[CH:23][CH:22]=[C:21]([F:25])[C:15]=1[C:16]([N:18]=[C:19]=[O:20])=[O:17]>C1(C)C=CC=CC=1>[F:13][C:14]1[CH:24]=[CH:23][CH:22]=[C:21]([F:25])[C:15]=1[C:16]([NH:18][C:19]([NH:4][C:3]1[CH:5]=[CH:6][C:7]([S:9][CH:10]([F:12])[F:11])=[CH:8][C:2]=1[F:1])=[O:20])=[O:17]. Procedure details: In 15 ml of toluene was dissolved 1.0 g of 2-fluoro-4-difluoromethylthioaniline, and 1.0 g of 2,6-difluorobenzoyl isocyanate was added dropwise to the solution at room temperature (20° to 25° C.). After the reaction was allowed to proceed at the same temperature for 30 minutes, the crystals, which separated out, were recovered by filtration and washed with toluene to give 1.5 g of N-(2,6-difluorobenzoyl)-N'-(2-fluoro-4-difluoromethylthiophenyl)urea (Compound No. 55). Recrystallization from aceto... Starting materials: COC1=C(C=CC=C1)C(C)C (2-methoxyisopropyl-benzene), BrN1C(CCC1=O)=O (N-bromosuccinimide). Solvent: C(C)#N (acetonitrile). The product is C(C)(C)C=1C=C(C=CC1OC)Br (3-isopropyl-4-methoxybromobenzene). Yield: 82.0%. RXN SMILES: [CH3:1][O:2][C:3]1[CH:8]=[CH:7][CH:6]=[CH:5][C:4]=1[CH:9]([CH3:11])[CH3:10].[Br:12]N1C(=O)CCC1=O>C(#N)C>[CH:9]([C:4]1[CH:5]=[C:6]([Br:12])[CH:7]=[CH:8][C:3]=1[O:2][CH3:1])([CH3:11])[CH3:10]. Procedure: A solution of 2-methoxyisopropyl-benzene (2 g) and N-bromosuccinimide (2.6 g) in acetonitrile (20 mL) was stirred at ambient temperature for 18 h. The reaction was concentrated in vacuo, slurried in carbon tetrachloride and filtered. The filtrate was concentrated in vacuo. The residue was flash chromatographed (5% dichloromethane/hexanes) to afford the title compound as an oil (2.5 g). Reactants: C(CCC)P(CCCC)CCCC (tri-n-butylphosphine), [N+](=[N-])=C(C(=O)OCC)C(=O)C1=C(C=CC=C1F)F (ethyl 2-diazo-3-(2,6-difluorophenyl)-3-oxopropanoate). Run in O1CCCC1 (tetrahydrofuran), O1CCCC1 (tetrahydrofuran), O1CCCC1 (tetrahydrofuran). Reaction conditions: time 30 minute. The product is FC1=C2C(C(=NNC2=CC=C1)C(=O)OCC)=O (ethyl 5-fluoro-4-oxo-1,4-dihydrocinnoline-3-carboxylate). Reaction SMILES: C(P(CCCC)CCCC)CCC.[N+:14](=[C:16]([C:22]([C:24]1[C:29](F)=[CH:28][CH:27]=[CH:26][C:25]=1[F:31])=[O:23])[C:17]([O:19][CH2:20][CH3:21])=[O:18])=[N-:15]>O1CCCC1>[F:31][C:25]1[CH:26]=[CH:27][CH:28]=[C:29]2[C:24]=1[C:22](=[O:23])[C:16]([C:17]([O:19][CH2:20][CH3:21])=[O:18])=[N:14][NH:15]2. Procedure details: A solution of tri-n-butylphosphine (8.6 g, 0.042 mol, 1.1 equiv) in anhydrous tetrahydrofuran (50 mL) was added to a tetrahydrofuran solution (150 mL) of ethyl 2-diazo-3-(2,6-difluorophenyl)-3-oxopropanoate (9.6 g, 0.038 mol). After stirring for 30 minutes at ambient temperature, the mixture was diluted with tetrahydrofuran (500 mL) and refluxed for 8 hours. The mixture was cooled to ambient temperature, concentrated in vacuo and purified by silica gel gradient chromatography (40:1; chloroform:m... Starting materials: ClC1=C(C(=O)O)C(=CC=C1[N+](=O)[O-])Cl (2,6-dichloro-3-nitro-benzoic acid), ester, NC=1C(=C(C=C(C1)C(C)(C)C)NS(=O)(=O)C)OC (N-(3-amino-5-tert-butyl-2-methoxy-phenyl)-methanesulfonamide), COC(=O)C1=CC2=C(S1)C(=CC=C2)[N+](=O)[O-] (7-nitro-benzo[b]thiophene-2-carboxylic acid methyl ester). The product is COC(=O)C1=CC2=C(S1)C(=CC=C2Cl)[N+](=O)[O-] (4-Chloro-7-nitro-benzo[b]thiophene-2-carboxylic acid methyl ester), C(C)(C)(C)C=1C=C(C(=C(C1)NC(=O)C1=CC2=C(S1)C(=CC=C2Cl)[N+](=O)[O-])OC)NS(=O)(=O)C (4-chloro-7-nitro-benzo[b]thiophene-2-carboxylic acid (5-tert-butyl-3-methanesulfonylamino-2-methoxy-phenyl)-amide). RXN SMILES: [Cl:1][C:2]1[C:10]([N+:11]([O-:13])=[O:12])=[CH:9][CH:8]=[C:7]([Cl:14])[C:3]=1[C:4](O)=O.[CH3:15][O:16][C:17]([C:19]1[S:23][C:22]2[C:24]([N+:28]([O-:30])=[O:29])=[CH:25][CH:26]=[CH:27][C:21]=2[CH:20]=1)=[O:18].[NH2:31][C:32]1[C:33]([O:47][CH3:48])=[C:34]([NH:42][S:43]([CH3:46])(=[O:45])=[O:44])[CH:35]=[C:36]([C:38]([CH3:41])([CH3:40])[CH3:39])[CH:37]=1>>[CH3:15][O:16][C:17]([C:19]1[S:23][C:2]2[C:10]([N+:11]([O-:13])=[O:12])=[CH:9][CH:8]=[C:7]([Cl:14])[C:3]=2[CH:4]=1)=[O:18].[C:38]([C:36]1[CH:35]=[C:34]([NH:42][S:43]([CH3:46])(=[O:45])=[O:44])[C:33]([O:47][CH3:48])=[C:32]([NH:31][C:17]([C:19]2[S:23][C:22]3[C:24]([N+:28]([O-:30])=[O:29])=[CH:25][CH:26]=[C:27]([Cl:1])[C:21]=3[CH:20]=2)=[O:18])[CH:37]=1)([CH3:40])([CH3:41])[CH3:39]. Procedure: 4-Chloro-7-nitro-benzo[b]thiophene-2-carboxylic acid methyl ester was prepared from 2,6-dichloro-3-nitro-benzoic acid using a procedure analogous to that described in Example 1 for 7-nitro-benzo[b]thiophene-2-carboxylic acid methyl ester. Then, following the procedure described in Example 1, the ester was hydrolyzed and the resulting acid coupled with N-(3-amino-5-tert-butyl-2-methoxy-phenyl)-methanesulfonamide to provide 4-chloro-7-nitro-benzo[b]thiophene-2-carboxylic acid (5-tert-butyl-3-metha... Reactants: COC=1C=C(C2=C(C(CO2)=O)C1)C (5-methoxy-7-methylbenzofuran-3(2H)-one), BrN1C(CCC1=O)=O (N-bromosuccinimide), C(C1=CC=CC=C1)(=O)OOC(C1=CC=CC=C1)=O (benzoyl peroxide). Solvent: C(Cl)(Cl)(Cl)Cl (carbon tetrachloride). Product: BrCC1=CC(=CC=2C(COC21)=O)OC (7-(bromomethyl)-5-methoxybenzofuran-3(2H)-one). The yield is 11.1%. Reaction SMILES: [CH3:1][O:2][C:3]1[CH:4]=[C:5]([CH3:13])[C:6]2[O:10][CH2:9][C:8](=[O:11])[C:7]=2[CH:12]=1.[Br:14]N1C(=O)CCC1=O.C(OOC(=O)C1C=CC=CC=1)(=O)C1C=CC=CC=1>C(Cl)(Cl)(Cl)Cl>[Br:14][CH2:13][C:5]1[C:6]2[O:10][CH2:9][C:8](=[O:11])[C:7]=2[CH:12]=[C:3]([O:2][CH3:1])[CH:4]=1. Procedure details: The synthesis was performed with reference to the known literature (Bioconjugate Chemistry, Vol. 18, p. 275, 2007). A solution of 5-methoxy-7-methylbenzofuran-3(2H)-one (0.25 g, 1.4 mmol) in carbon tetrachloride (15 mL) was successively added with N-bromosuccinimide (0.27 g, 1.5 mmol), and benzoyl peroxide (0.025 g, 0.070 mmol), and the mixture was refluxed for 2 hours by heating. The solid in the reaction mixture was removed by filtration, and the solvent was evaporated under reduced pressure. ... Starting materials: CCCOC(=O)c1cc2ccccc2cc1Oc1ccnc2cc(OCc3ccccc3)c(OC)cc12, CS(=O)(=O)O, O=C(O)C(F)(F)F. Product: CCCOC(=O)c1cc2ccccc2cc1Oc1ccnc2cc(O)c(OC)cc12. RXN SMILES: [CH2:1]([c:2]1[cH:3][cH:4][cH:5][cH:6][cH:7]1)[O:8][c:9]1[c:10]([O:36][CH3:37])[cH:11][c:12]2[c:13]([O:19][c:20]3[c:21]([C:30](=[O:31])[O:32][CH2:33][CH2:34][CH3:35])[cH:22][c:23]4[cH:24][cH:25][cH:26][cH:27][c:28]4[cH:29]3)[cH:14][cH:15][n:16][c:17]2[cH:18]1.[CH3:38][S:39](=[O:40])(=[O:41])[OH:42].[OH:43][C:44]([C:45]([F:46])([F:47])[F:48])=[O:49]>>[OH:8][c:9]1[c:10]([O:36][CH3:37])[cH:11][c:12]2[c:13]([O:19][c:20]3[c:21]([C:30](=[O:31])[O:32][CH2:33][CH2:34][CH3:35])[cH:22][c:23]4[cH:24][cH:25][cH:26][cH:27][c:28]4[cH:29]3)[cH:14][cH:15][n:16][c:17]2[cH:18]1.